Dataset: the Open Reaction Database (ORD), a public repository of structured organic reaction records. Task: describe an organic reaction: reactants, conditions, products, and yield The reactants are C(#N)C1=C(C=C(CN2C=NC=C2CO)C=C1)F (1-(4-cyano-3-fluorobenzyl)-5-(hydroxymethyl)imidazole), C=1C=CC(=CC1)P(=O)(C=2C=CC=CC2)N=[N+]=[N-] (DPPA), C1CCC2=NCCCN2CC1 (DBU). The solvent is C1CCOC1 (THF). Run at time 3 hour. Product: N(=[N+]=[N-])CC1=CN=CN1CC1=CC(=C(C=C1)C#N)F (5-(Azidomethyl)-1-(4-cyano-3-fluorobenzyl)imidazole). RXN SMILES: [C:1]([C:3]1[CH:16]=[CH:15][C:6]([CH2:7][N:8]2[C:12]([CH2:13]O)=[CH:11][N:10]=[CH:9]2)=[CH:5][C:4]=1[F:17])#[N:2].C1C=CC(P([N:32]=[N+:33]=[N-:34])(C2C=CC=CC=2)=O)=CC=1.C1CCN2C(=NCCC2)CC1>C1COCC1>[N:32]([CH2:13][C:12]1[N:8]([CH2:7][C:6]2[CH:15]=[CH:16][C:3]([C:1]#[N:2])=[C:4]([F:17])[CH:5]=2)[CH:9]=[N:10][CH:11]=1)=[N+:33]=[N-:34]. Procedure details: To a stirred solution of 1-(4-cyano-3-fluorobenzyl)-5-(hydroxymethyl)imidazole, as described above in Example 4, Step F, (103 mg, 0.45 mmol) in dry THF (1 mL), at 0° C., under argon, were added DPPA (147 mg, 0.53 mmol) then DBU (75 mg, 0.49 mmol). The mixture was allowed to warm to ambient temperature and then stirred for 3 hrs. The mixture was then partitioned between H2O (10 mL) and CH2Cl2 (20 mL). The aqueous layer was extracted further with CH2Cl2 (2×15 mL). The combined organic extracts wer... Reported procedure: A solution of 1.00 g (4.2 mmol, Aldrich) of 4-benzyloxyaniline hydrochloride, 555 mg (4.20 mmol, Aldrich) of 2-indanone and 132 mg (2.10 mmol) of sodium cyanoborohydride in 25 ml of MeOH was stirred over 3A molecular sieves at 25° C. for one hour. The mixture was filtered, EtOAc was added and this was washed with saturated NaHCO3, dried (MgSO4) and concentrated in vacuo. Purification via flash chromatography (silica gel, 1:5 EtOAc/petroleum ether) afforded 1.25 g (95%) of title compound as a tan... The yield is 94.4%. Product: C(C1=CC=CC=C1)OC1=CC=C(NC2CC3=CC=CC=C3C2)C=C1 (4-Benzyloxy-N-(2,3-dihydro-1H-inden-2-yl)aniline). RXN SMILES: Cl.[CH2:2]([O:9][C:10]1[CH:16]=[CH:15][C:13]([NH2:14])=[CH:12][CH:11]=1)[C:3]1[CH:8]=[CH:7][CH:6]=[CH:5][CH:4]=1.[CH2:17]1[C:25]2[C:20](=[CH:21][CH:22]=[CH:23][CH:24]=2)[CH2:19][C:18]1=O.C([BH3-])#N.[Na+]>CO>[CH2:2]([O:9][C:10]1[CH:11]=[CH:12][C:13]([NH:14][CH:18]2[CH2:17][C:25]3[C:20](=[CH:21][CH:22]=[CH:23][CH:24]=3)[CH2:19]2)=[CH:15][CH:16]=1)[C:3]1[CH:4]=[CH:5][CH:6]=[CH:7][CH:8]=1 |f:0.1,3.4|. Run in CO (MeOH). The reactants are Cl.C(C1=CC=CC=C1)OC1=CC=C(N)C=C1 (4-benzyloxyaniline hydrochloride), C1C(CC2=CC=CC=C12)=O (2-indanone), C(#N)[BH3-].[Na+] (sodium cyanoborohydride), 3A. Starting materials: C#CCBr, [Na+], [OH-], OCc1cccc(O)c1. Product: C#CCOc1cccc(CO)c1. RXN SMILES: [CH2:10]([C:11]#[CH:12])[Br:13].[Na+:15].[OH-:14].[OH:1][CH2:2][c:3]1[cH:4][cH:5][cH:6][c:7]([OH:8])[cH:9]1>>[OH:1][CH2:2][c:3]1[cH:4][cH:5][cH:6][c:7]([O:8][CH2:12][C:11]#[CH:10])[cH:9]1. The reactants are CS(=O)(=O)Cl (methane sulfonyl chloride), NC=1C(=C2C=CC(=NC2=CC1C(=O)O)C(F)(F)F)C (6-amino-5-methyl-2-trifluoromethyl-quinoline-7-carboxylic acid), ClC=1C(=NC=CC1)N1N=C(C=C1C(=O)O)C(F)(F)F (2-(3-chloro-pyridin-2-yl)-5-trifluoro methyl-2H-pyrazole-3-carboxylic acid), N1=CC=CC=C1 (pyridine). The solvent is C(C)#N (acetonitrile), CCCCCC.C(C)(=O)OCC (hexane ethyl acetate), C(C)#N (acetonitrile). Product: ClC=1C(=NC=CC1)N1N=C(C=C1C1=NC2=C(C3=CC=C(N=C3C=C2C(O1)=O)C(F)(F)F)C)C(F)(F)F (2-[2-(3-chloro-pyridin-2-yl)-5-trifluoromethyl-2H-pyrazol-3-yl]-9-methyl-6-trifluoromethyl-3-oxa-1,5-diaza-anthracen-4-one). Isolated yield 85.7%. Reaction SMILES: [NH2:1][C:2]1[C:3]([CH3:19])=[C:4]2[C:9](=[CH:10][C:11]=1[C:12]([OH:14])=[O:13])[N:8]=[C:7]([C:15]([F:18])([F:17])[F:16])[CH:6]=[CH:5]2.[Cl:20][C:21]1[C:22]([N:27]2[C:31]([C:32](O)=O)=[CH:30][C:29]([C:35]([F:38])([F:37])[F:36])=[N:28]2)=[N:23][CH:24]=[CH:25][CH:26]=1.N1C=CC=CC=1.CS(Cl)(=O)=O>C(#N)C.CCCCCC.C(OCC)(=O)C>[Cl:20][C:21]1[C:22]([N:27]2[C:31]([C:32]3[O:13][C:12](=[O:14])[C:11]4[C:2](=[C:3]([CH3:19])[C:4]5[C:9]([CH:10]=4)=[N:8][C:7]([C:15]([F:18])([F:16])[F:17])=[CH:6][CH:5]=5)[N:1]=3)=[CH:30][C:29]([C:35]([F:38])([F:36])[F:37])=[N:28]2)=[N:23][CH:24]=[CH:25][CH:26]=1 |f:5.6|. Procedure: A solution of 6-amino-5-methyl-2-trifluoromethyl-quinoline-7-carboxylic acid (0.60 g), 2-(3-chloro-pyridin-2-yl)-5-trifluoromethyl-2H-pyrazole-3-carboxylic acid (0.65 g, example 2, step 2) and pyridine (0.79 g) in acetonitrile (30 mL) is cooled to 0-5° C. and treated drop wise with methane sulfonyl chloride (0.89 g) dissolved in 2 mL acetonitrile. TLC analysis (hexane/ethyl acetate 4:1) after 2 h shows reaction completion. The reaction mixture is concentrated to ⅔ of the original volume in vacuu... Procedure details: 10% Palladium on carbon (0.2 g) was added to a mixture of 2-amino-6-[2-(3,7-dimethylimidazo[1,2-a]-pyridin-2-yl)ethyl]benzoxazole dihydrochloride (1.0 g) in methanol (70 ml) and the mixture was subjected to catalytic reduction under atmospheric pressure at ambient temperature for 6.5 hours. The catalyst was removed by filtration and the filtrate was evaporated in vacuo. The residue was triturated with ethyl acetate and the precipitate was collected by filtration to give 2-amino-6-[2-(3,7-dimethy... The solvent is CO (methanol). Isolated yield 188.0%. The reactants are Cl.Cl.NC=1OC2=C(N1)C=CC(=C2)CCC=2N=C1N(C=CC(=C1)C)C2C (2-amino-6-[2-(3,7-dimethylimidazo[1,2-a]-pyridin-2-yl)ethyl]benzoxazole dihydrochloride). Run at time 6.5 hour. Reaction SMILES: [ClH:1].Cl.[NH2:3][C:4]1[O:5][C:6]2[CH:12]=[C:11]([CH2:13][CH2:14][C:15]3[N:16]=[C:17]4[CH:22]=[C:21]([CH3:23])[CH:20]=[CH:19][N:18]4[C:24]=3[CH3:25])[CH:10]=[CH:9][C:7]=2[N:8]=1>[Pd].CO>[ClH:1].[ClH:1].[NH2:3][C:4]1[O:5][C:6]2[CH:12]=[C:11]([CH2:13][CH2:14][C:15]3[N:16]=[C:17]4[CH2:22][CH:21]([CH3:23])[CH2:20][CH2:19][N:18]4[C:24]=3[CH3:25])[CH:10]=[CH:9][C:7]=2[N:8]=1 |f:0.1.2,5.6.7|. Reagents/catalysts: [Pd] (Palladium on carbon). Yields the product Cl.Cl.NC=1OC2=C(N1)C=CC(=C2)CCC=2N=C1N(CCC(C1)C)C2C (2-amino-6-[2-(3,7-dimethyl-5,6,7,8-tetrahydroimidazo[1,2-a]pyridin-2-yl)ethyl]benzoxazole dihydrochloride). Reactants: CCN=C=O, CN1CCCC1=O, Nc1ccc(O)cc1, O. Yields the product CCNC(=O)Nc1ccc(O)cc1. As a reaction SMILES: [CH2:9]([CH3:10])[N:11]=[C:12]=[O:13].[CH3:15][N:16]1[CH2:17][CH2:18][CH2:19][C:20]1=[O:21].[NH2:1][c:2]1[cH:3][cH:4][c:5]([OH:6])[cH:7][cH:8]1.[OH2:14]>>[NH:1]([c:2]1[cH:3][cH:4][c:5]([OH:6])[cH:7][cH:8]1)[C:12]([NH:11][CH2:9][CH3:10])=[O:13]. Reactants: Cc1ccccc1Br, CCOCC, [Cl-], O=C(O)C(F)(F)Cl, I, [Mg], [NH4+]. The product is Cc1ccccc1C(=O)C(F)(F)Cl. RXN SMILES: [Br:3][c:4]1[c:5]([CH3:10])[cH:6][cH:7][cH:8][cH:9]1.[CH3:20][CH2:21][O:22][CH2:23][CH3:24].[Cl-:18].[Cl:11][C:12]([C:13](=[O:14])[OH:15])([F:16])[F:17].[I:2].[Mg:1].[NH4+:19]>>[c:4]1([C:13]([C:12]([Cl:11])([F:16])[F:17])=[O:14])[c:5]([CH3:10])[cH:6][cH:7][cH:8][cH:9]1. Starting materials: C([O-])([O-])=O.[K+].[K+] (Potassium carbonate), Cl.NC(=N)N (guanidine hydrochloride), CN(C=CC(C(C)(OC)OC)=O)C (1-(dimethylamino)-4,4-dimethoxypent-1-en-3-one). Solvent: C(C)O (ethanol). Conditions: time 8 hour. The product is COC(C)(OC)C1=NC(=NC=C1)N (4-(1,1-dimethoxyethyl)pyrimidin-2-amine). The yield is 62.6%. Reaction SMILES: CN(C)[CH:3]=[CH:4][C:5](=O)[C:6]([O:10][CH3:11])([O:8][CH3:9])[CH3:7].C(=O)([O-])[O-].[K+].[K+].Cl.[NH2:21][C:22]([NH2:24])=[NH:23]>C(O)C>[CH3:9][O:8][C:6]([C:5]1[CH:4]=[CH:3][N:21]=[C:22]([NH2:24])[N:23]=1)([O:10][CH3:11])[CH3:7] |f:1.2.3,4.5|. Procedure: 1-(dimethylamino)-4,4-dimethoxypent-1-en-3-one (1a) (34.29 g) was dissolved in ethanol (750 mL). Potassium carbonate (65.3 g) and guanidine hydrochloride (20.77 g) were added and the resulting suspension heated to reflux overnight. The reaction mixture was concentrated in vacuo, the residue was stirred with water overnight, filtered and dried in a vacuum oven at 40° C. overnight to afford the title compound (21.01 g) as a white solid. The filtrate was extracted with dichloromethane (3×700 mL) an... Reactants: CC(=O)C1CCN(C(=O)OC(C)(C)C)CC1, C1CCOC1, C[Si](C)(C)Cl, CC(C)[N-]C(C)C, [Li+]. The product is C=C(O[Si](C)(C)C)C1CCN(C(=O)OC(C)(C)C)CC1. Reaction SMILES: [C:9]([CH3:10])(=[O:11])[CH:12]1[CH2:13][CH2:14][N:15]([C:18](=[O:19])[O:20][C:21]([CH3:22])([CH3:23])[CH3:24])[CH2:16][CH2:17]1.[CH2:30]1[O:31][CH2:32][CH2:33][CH2:34]1.[CH3:25][Si:26]([CH3:27])([CH3:28])[Cl:29].[CH3:2][CH:3]([N-:4][CH:5]([CH3:6])[CH3:7])[CH3:8].[Li+:1]>>[C:9](=[CH2:10])([O:11][Si:26]([CH3:25])([CH3:27])[CH3:28])[CH:12]1[CH2:13][CH2:14][N:15]([C:18](=[O:19])[O:20][C:21]([CH3:22])([CH3:23])[CH3:24])[CH2:16][CH2:17]1.